The task is: describe an organic reaction: reactants, conditions, products, and yield. This data is from the Open Reaction Database (ORD), a public repository of structured organic reaction records. The reactants are CC(C)(C)[Si](OCc1cccc(-c2ccccc2)n1)(c1ccccc1)c1ccccc1, C1CCOC1. Product: OCc1cccc(-c2ccccc2)n1. As a reaction SMILES: [C:1]([Si:2]([c:3]1[cH:4][cH:5][cH:20][cH:21][cH:22]1)([O:6][CH2:7][c:8]1[n:9][c:10](-[c:14]2[cH:15][cH:16][cH:17][cH:18][cH:19]2)[cH:11][cH:12][cH:13]1)[c:23]1[cH:24][cH:25][cH:26][cH:27][cH:28]1)([CH3:29])([CH3:30])[CH3:31].[CH2:32]1[O:33][CH2:34][CH2:35][CH2:36]1>>[OH:6][CH2:7][c:8]1[n:9][c:10](-[c:14]2[cH:15][cH:16][cH:17][cH:18][cH:19]2)[cH:11][cH:12][cH:13]1. Starting materials: CN(C)C(OC(C)(C)C)N(C)C, Cc1cc2cccnc2cc1[N+](=O)[O-], CN(C)C=O, O. Product: O=Cc1cc2cccnc2cc1[N+](=O)[O-]. As a reaction SMILES: [C:15]([O:19][CH:16]([N:17]([CH3:18])[CH3:20])[N:21]([CH3:22])[CH3:23])([CH3:24])([CH3:25])[CH3:26].[CH3:1][c:2]1[cH:3][c:4]2[cH:5][cH:6][cH:7][n:8][c:9]2[cH:10][c:11]1[N+:12](=[O:13])[O-:14].[O:27]=[CH:28][N:29]([CH3:30])[CH3:31].[OH2:32]>>[CH:1]([c:2]1[cH:3][c:4]2[cH:5][cH:6][cH:7][n:8][c:9]2[cH:10][c:11]1[N+:12](=[O:13])[O-:14])=[O:19]. Reaction SMILES: [C:26]([CH3:27])([CH3:28])([CH3:29])[Si:30]([O:31][CH2:32][CH2:33][n:34]1[n:35][c:36]([NH2:39])[cH:37][cH:38]1)([CH3:40])[CH3:41].[CH:1]1([CH2:5][CH:6]([C:7](=[O:8])[OH:9])[n:10]2[n:11][cH:12][c:13]([O:17][c:18]3[c:19]([F:25])[cH:20][cH:21][cH:22][c:23]3[F:24])[cH:14][c:15]2=[O:16])[CH2:2][CH2:3][CH2:4]1>>[CH:1]1([CH2:5][CH:6]([C:7](=[O:8])[NH:39][c:36]2[n:35][n:34]([CH2:33][CH2:32][O:31][Si:30]([C:26]([CH3:27])([CH3:28])[CH3:29])([CH3:40])[CH3:41])[cH:38][cH:37]2)[n:10]2[n:11][cH:12][c:13]([O:17][c:18]3[c:19]([F:25])[cH:20][cH:21][cH:22][c:23]3[F:24])[cH:14][c:15]2=[O:16])[CH2:2][CH2:3][CH2:4]1. Reactants: CC(C)(C)[Si](C)(C)OCCn1ccc(N)n1, O=C(O)C(CC1CCC1)n1ncc(Oc2c(F)cccc2F)cc1=O. The product is CC(C)(C)[Si](C)(C)OCCn1ccc(NC(=O)C(CC2CCC2)n2ncc(Oc3c(F)cccc3F)cc2=O)n1. Reactants: BrC1=C(C=C(C=2NC3=CC(=CC=C3C12)C(C)(C)O)C(=O)N)Cl (4-bromo-3-chloro-7-(2-hydroxypropan-2-yl)-9H-carbazole-1-carboxamide), BrC1=C(C=C(C=2NC3=CC(=CC=C3C12)C(C)(C)O)C(=O)N)Cl (4-bromo-3-chloro-7-(2-hydroxypropan-2-yl)-9H-carbazole-1-carboxamide), COC1=CC=C2C(N(C(N(C2=C1)C)=O)C1=C(C(=CC=C1)B1OC(C(O1)(C)C)(C)C)C)=O (7-methoxy-1-methyl-3-(2-methyl-3-(4,4,5,5-tetramethyl-1,3,2-dioxaborolan-2-yl)phenyl)quinazoline-2,4(1H,3H)-dione), COC1=CC=C2C(N(C(N(C2=C1)C)=O)C1=C(C(=CC=C1)B1OC(C(O1)(C)C)(C)C)C)=O (7-methoxy-1-methyl-3-(2-methyl-3-(4,4,5,5-tetramethyl-1,3,2-dioxaborolan-2-yl)phenyl)quinazoline-2,4(1H,3H)-dione), C(=O)([O-])[O-].[Cs+].[Cs+] (Cs2CO3). The reagents and catalysts are C1=CC=C(C=C1)P([C-]2C=CC=C2)C3=CC=CC=C3.C1=CC=C(C=C1)P([C-]2C=CC=C2)C3=CC=CC=C3.Cl[Pd]Cl.[Fe+2].C(Cl)Cl (PdCl2(dppf) DCM). Run in C1CCOC1 (THF), O (water). Conditions: temperature 60 celsius, time 4 hour. Yields the product ClC=1C=C(C=2NC3=CC(=CC=C3C2C1C1=C(C(=CC=C1)N1C(N(C2=CC(=CC=C2C1=O)OC)C)=O)C)C(C)(C)O)C(=O)N (3-chloro-7-(2-hydroxypropan-2-yl)-4-(3-(7-methoxy-1-methyl-2,4-dioxo-1,2-dihydroquinazolin-3(4H)-yl)-2-methylphenyl)-9H-carbazole-1-carboxamide). Isolated yield 52.4%. As a reaction SMILES: Br[C:2]1[C:14]2[C:13]3[C:8](=[CH:9][C:10]([C:15]([OH:18])([CH3:17])[CH3:16])=[CH:11][CH:12]=3)[NH:7][C:6]=2[C:5]([C:19]([NH2:21])=[O:20])=[CH:4][C:3]=1[Cl:22].[CH3:23][O:24][C:25]1[CH:34]=[C:33]2[C:28]([C:29](=[O:53])[N:30]([C:37]3[CH:42]=[CH:41][CH:40]=[C:39](B4OC(C)(C)C(C)(C)O4)[C:38]=3[CH3:52])[C:31](=[O:36])[N:32]2[CH3:35])=[CH:27][CH:26]=1.C([O-])([O-])=O.[Cs+].[Cs+]>C1COCC1.O.C1C=CC(P(C2C=CC=CC=2)[C-]2C=CC=C2)=CC=1.C1C=CC(P(C2C=CC=CC=2)[C-]2C=CC=C2)=CC=1.Cl[Pd]Cl.[Fe+2].C(Cl)Cl>[Cl:22][C:3]1[CH:4]=[C:5]([C:19]([NH2:21])=[O:20])[C:6]2[NH:7][C:8]3[C:13]([C:14]=2[C:2]=1[C:39]1[CH:40]=[CH:41][CH:42]=[C:37]([N:30]2[C:29](=[O:53])[C:28]4[C:33](=[CH:34][C:25]([O:24][CH3:23])=[CH:26][CH:27]=4)[N:32]([CH3:35])[C:31]2=[O:36])[C:38]=1[CH3:52])=[CH:12][CH:11]=[C:10]([C:15]([OH:18])([CH3:17])[CH3:16])[CH:9]=3 |f:2.3.4,7.8.9.10.11|. Reported procedure: A mixture of 4-bromo-3-chloro-7-(2-hydroxypropan-2-yl)-9H-carbazole-1-carboxamide [Intermediate 3] (200 mg, 0.524 mmol), 7-methoxy-1-methyl-3-(2-methyl-3-(4,4,5,5-tetramethyl-1,3,2-dioxaborolan-2-yl)phenyl)quinazoline-2,4(1H,3H)-dione [Intermediate 14] (221 mg, 0.524 mmol), Cs2CO3 (512 mg, 1.57 mmol) and PdCl2(dppf) DCM adduct (21.4 mg, 0.026 mmol) in THF (3 mL) and water (0.50 mL) was heated at 60° C. overnight, then at 90° C. for 4 h. The cooled mixture was concentrated, and the residue was pu... Reactants: [Li]CCCC, CCCC[PH](=O)OCC, C=C(C(=O)OCC)P(=O)(OCC)OCC, CCCCCC, O=CC1CCCCC1, [Cl-], [NH4+], C1CCOC1. The product is CCCCP(=O)(CC(=CC1CCCCC1)C(=O)OCC)OCC. Reaction SMILES: [CH2:16]([Li:17])[CH2:18][CH2:19][CH3:20].[CH2:1]([CH2:2][CH2:3][CH3:4])[PH:5]([O:6][CH2:7][CH3:8])=[O:9].[CH2:21]([O:22][P:23]([O:24][CH2:25][CH3:33])([C:26]([C:27](=[O:28])[O:29][CH2:30][CH3:31])=[CH2:32])=[O:34])[CH3:35].[CH3:10][CH2:11][CH2:12][CH2:13][CH2:14][CH3:15].[CH:36]1([CH:42]=[O:43])[CH2:37][CH2:38][CH2:39][CH2:40][CH2:41]1.[Cl-:44].[NH4+:45].[O:46]1[CH2:47][CH2:48][CH2:49][CH2:50]1>>[CH2:1]([CH2:2][CH2:3][CH3:4])[P:5]([O:6][CH2:7][CH3:8])(=[O:9])[CH2:32][C:26]([C:27](=[O:28])[O:29][CH2:30][CH3:31])=[CH:42][CH:36]1[CH2:37][CH2:38][CH2:39][CH2:40][CH2:41]1. Reaction conditions: time 8 hour. RXN SMILES: [C:1]([C:3]1[CH:8]=[CH:7][C:6]([CH:9]2[C:14]([C:15]([O:17][CH2:18][CH3:19])=[O:16])=[C:13]([CH3:20])[N:12]([C:21]3[CH:26]=[CH:25][CH:24]=[C:23]([C:27]([F:30])([F:29])[F:28])[CH:22]=3)[C:11](=[S:31])[NH:10]2)=[CH:5][CH:4]=1)#[N:2].Cl.Cl[CH2:34][C:35]1[CH:36]=[N:37][CH:38]=[CH:39][CH:40]=1.C(=O)([O-])[O-].[K+].[K+]>[I-].C([N+](CCCC)(CCCC)CCCC)CCC.CC(C)=O>[C:1]([C:3]1[CH:4]=[CH:5][C:6]([CH:9]2[C:14]([C:15]([O:17][CH2:18][CH3:19])=[O:16])=[C:13]([CH3:20])[N:12]([C:21]3[CH:26]=[CH:25][CH:24]=[C:23]([C:27]([F:30])([F:29])[F:28])[CH:22]=3)[C:11]([S:31][CH2:34][C:35]3[CH:36]=[N:37][CH:38]=[CH:39][CH:40]=3)=[N:10]2)=[CH:7][CH:8]=1)#[N:2] |f:1.2,3.4.5,6.7|. The reactants are C(#N)C1=CC=C(C=C1)C1NC(N(C(=C1C(=O)OCC)C)C1=CC(=CC=C1)C(F)(F)F)=S (Ethyl 4-(4-cyanophenyl)-6-methyl-2-thioxo-1-[3-(trifluoromethyl)phenyl]-1,2,3,4-tetrahydro-5-pyrimidinecarboxylate), Cl.ClCC=1C=NC=CC1 (3-(chloro-methyl)pyridine hydrochloride), C([O-])([O-])=O.[K+].[K+] (potassium carbonate). Reported procedure: Ethyl 4-(4-cyanophenyl)-6-methyl-2-thioxo-1-[3-(trifluoromethyl)phenyl]-1,2,3,4-tetrahydro-5-pyrimidinecarboxylate (Example 3; 100 mg, 0.22 mmol), 3-(chloro-methyl)pyridine hydrochloride (40.5 mg, 0.25 mmol), N,N,N-tributyl-1-butan-aminium iodide (7 mg, 0.03 mmol) and potassium carbonate (65.2 mg, 0.47 mmol) are dissolved in 3 ml acetone and stirred at room temperature overnight. The solvent is removed in vacuo and the product is purified via preparative HPLC (RP18-column; eluent: acetonitrile-w... Product: C(#N)C1=CC=C(C=C1)C1N=C(N(C(=C1C(=O)OCC)C)C1=CC(=CC=C1)C(F)(F)F)SCC=1C=NC=CC1 (Ethyl 4-(4-cyanophenyl)-6-methyl-2-[(3-pyridinylmethyl)sulfanyl]-1-[3-(trifluoro-methyl)phenyl]-1,4-dihydro-5-pyrimidinecarboxylate). Reagents/catalysts: [I-].C(CCC)[N+](CCCC)(CCCC)CCCC (N,N,N-tributyl-1-butan-aminium iodide). Solvent: CC(=O)C (acetone). Starting materials: CS(=O)(=O)OCC(CCOCC1=CC=CC=C1)(F)F (1-methanesulfonyloxy-2,2-difluoro-4-benzyloxybutane), CN(C)C=O (DMF), C1(C=2C(C(N1)=O)=CC=CC2)=O.[K] (potassium phthalimide). Run in O (water). Run at temperature 120 celsius. Yields the product C(C1=CC=CC=C1)OCCC(CN1C(C=2C(C1=O)=CC=CC2)=O)(F)F (N-(4-benzyloxy-2,2-difluorobutyl)phthalimide). As a reaction SMILES: CS(O[CH2:6][C:7]([F:19])([F:18])[CH2:8][CH2:9][O:10][CH2:11][C:12]1[CH:17]=[CH:16][CH:15]=[CH:14][CH:13]=1)(=O)=O.CN(C=O)C.[C:25]1(=[O:35])[NH:29][C:28](=[O:30])[C:27]2=[CH:31][CH:32]=[CH:33][CH:34]=[C:26]12.[K]>O>[CH2:11]([O:10][CH2:9][CH2:8][C:7]([F:19])([F:18])[CH2:6][N:29]1[C:28](=[O:30])[C:27]2=[CH:31][CH:32]=[CH:33][CH:34]=[C:26]2[C:25]1=[O:35])[C:12]1[CH:17]=[CH:16][CH:15]=[CH:14][CH:13]=1 |f:2.3,^1:35|. Procedure: The compound 1-methanesulfonyloxy-2,2-difluoro-4-benzyloxybutane (21.8 g, 74.1 mM), dry DMF (100 mL), and potassium phthalimide (15.26 g, 10% excess) are stirred and heated under nitrogen, at 120° C. for 5 days. Following the addition of water (500 mL), the mixture is extracted with ether. The organic phase is washed with 1N CCl followed by water (twice), dried (Na2SO4) and concentrated to a volume of about 100 mL. Upon addition of petroleum ether, crystallization occurs. After chilling for 3 ho...